This data is from the Open Reaction Database (ORD), a public repository of structured organic reaction records. The task is: describe an organic reaction: reactants, conditions, products, and yield The reactants are CCCC(CC(=O)OC)c1ccc(OCc2ccccc2)c(C)c1, CCOC(C)=O. Product: CCCC(CC(=O)OC)c1ccc(O)c(C)c1. As a reaction SMILES: [CH3:1][c:2]1[cH:3][c:4]([CH:16]([CH2:17][C:18](=[O:19])[O:20][CH3:21])[CH2:22][CH2:23][CH3:24])[cH:5][cH:6][c:7]1[O:8][CH2:9][c:10]1[cH:11][cH:12][cH:13][cH:14][cH:15]1.[CH3:25][CH2:26][O:27][C:28]([CH3:29])=[O:30]>>[CH3:1][c:2]1[cH:3][c:4]([CH:16]([CH2:17][C:18](=[O:19])[O:20][CH3:21])[CH2:22][CH2:23][CH3:24])[cH:5][cH:6][c:7]1[OH:8]. Starting materials: C(C1=CC=CC=C1)(=O)N1CC2=C(N=NC(=C2)NN)CC1 (6-benzoyl-3-hydrazino-5,6,7,8-tetrahydropyrido[4,3-c]pyridazine), CC(=O)C (acetone). The reagents and catalysts are C(C)(=O)O (acetic acid). Product: C(C1=CC=CC=C1)(=O)N1CC2=C(N=NC(=C2)NN=C(C)C)CC1 (6-Benzoyl-3-isopropylidenehydrazino-5,6,7,8-tetrahydropyrido[4,3-c]pyridazine). RXN SMILES: [C:1]([N:9]1[CH2:20][CH2:19][C:12]2[N:13]=[N:14][C:15]([NH:17][NH2:18])=[CH:16][C:11]=2[CH2:10]1)(=[O:8])[C:2]1[CH:7]=[CH:6][CH:5]=[CH:4][CH:3]=1.[CH3:21][C:22]([CH3:24])=O>C(O)(=O)C>[C:1]([N:9]1[CH2:20][CH2:19][C:12]2[N:13]=[N:14][C:15]([NH:17][N:18]=[C:22]([CH3:24])[CH3:21])=[CH:16][C:11]=2[CH2:10]1)(=[O:8])[C:2]1[CH:3]=[CH:4][CH:5]=[CH:6][CH:7]=1. Reported procedure: A solution of 0.5 g of 6-benzoyl-3-hydrazino-5,6,7,8-tetrahydropyrido[4,3-c]pyridazine in 15 cc of absolute acetone, to which 4 drops of glacial acetic acid have been added, is heated on a water bath for 1 hour. The solution is concentrated in a vacuum, and the crude title compound, obtained as an oil, is crystallized with ether. The title compound has a M.P. of 188°-190° (decomp.). Starting materials: ClC1=NC=NC(=C1C1CC1)Cl (4,6-dichloro-5-cyclopropyl-pyrimidine), C(C)(C)OC(=O)N1CCC(CC1)O (4-hydroxy-piperidine-1-carboxylic acid isopropyl ester), CC(C)([O-])C.[K+] (potassium tert-butoxide). Solvent: C1CCOC1 (THF). Run at time 30 minute. Product: C(C)(C)OC(=O)N1CCC(CC1)OC1=NC=NC(=C1C1CC1)Cl (4-(6-chloro-5-cyclopropyl-pyrimidin-4-yloxy)-piperidine-1-carboxylic acid isopropyl ester). Isolated yield 73.7%. RXN SMILES: Cl[C:2]1[C:7]([CH:8]2[CH2:10][CH2:9]2)=[C:6]([Cl:11])[N:5]=[CH:4][N:3]=1.[CH:12]([O:15][C:16]([N:18]1[CH2:23][CH2:22][CH:21]([OH:24])[CH2:20][CH2:19]1)=[O:17])([CH3:14])[CH3:13].CC(C)([O-])C.[K+]>C1COCC1>[CH:12]([O:15][C:16]([N:18]1[CH2:19][CH2:20][CH:21]([O:24][C:2]2[C:7]([CH:8]3[CH2:10][CH2:9]3)=[C:6]([Cl:11])[N:5]=[CH:4][N:3]=2)[CH2:22][CH2:23]1)=[O:17])([CH3:14])[CH3:13] |f:2.3|. Procedure: To a solution of 4,6-dichloro-5-cyclopropyl-pyrimidine (700 mg, 3.70 mmol) and 4-hydroxy-piperidine-1-carboxylic acid isopropyl ester (636.6 mg, 3.70 mmol) in dry THF under nitrogen at 0° C., potassium tert-butoxide (1M solution in THF, 4.45 mL) was added dropwise. The reaction was stirred at rt for 30 min. The mixture was quenched with water and extracted with EtOAc (3×). The organic layer was washed with water, sat. NH4Cl and brine, followed by drying over sodium sulfate and concentration unde... Starting materials: C(#N)C1=CC=C(C=C1)CCN1CCC(CC1)(O)CN(C1=C(C=C(C(=O)O)C=C1)C)C (4-({1-[2-(4-cyanophenyl)ethyl]-4-hydroxypiperidin-4-ylmethyl}methylamino)-3-methylbenzoic acid), Cl (hydrochloric acid). Solvent: O (water). Product: Cl.C(#N)C1=CC=C(C=C1)CCN1CCC(CC1)(O)CN(C1=C(C=C(C(=O)O)C=C1)C)C (4-({1-[2-(4-cyanophenyl)ethyl]-4-hydroxypiperidin-4-ylmethyl}methylamino)-3-methylbenzoic acid monohydrochloride). Reaction SMILES: [C:1]([C:3]1[CH:8]=[CH:7][C:6]([CH2:9][CH2:10][N:11]2[CH2:16][CH2:15][C:14]([CH2:18][N:19]([CH3:30])[C:20]3[CH:28]=[CH:27][C:23]([C:24]([OH:26])=[O:25])=[CH:22][C:21]=3[CH3:29])([OH:17])[CH2:13][CH2:12]2)=[CH:5][CH:4]=1)#[N:2].[ClH:31]>O>[ClH:31].[C:1]([C:3]1[CH:4]=[CH:5][C:6]([CH2:9][CH2:10][N:11]2[CH2:16][CH2:15][C:14]([CH2:18][N:19]([CH3:30])[C:20]3[CH:28]=[CH:27][C:23]([C:24]([OH:26])=[O:25])=[CH:22][C:21]=3[CH3:29])([OH:17])[CH2:13][CH2:12]2)=[CH:7][CH:8]=1)#[N:2] |f:3.4|. Procedure details: The compound (310 mg) obtained in Example 3 was suspended in water (15 mL) and was dissolved therein by addition of 1 N hydrochloric acid (3.0 mL) with heating under reflux. After cooling, the solvent was removed under reduced pressure, the residue was pulverized, was dried under reduced pressure to yield the titled compound (274 mg) as a powder. Reactants: ClC=1C=C(C=CC1Cl)S(=O)(=O)NC=1C=C(C(=O)NC2=CC(=C(C(=O)O)C=C2)OC)C=CC1 (4-[3-(3,4-Dichloro-benzenesulfonylamino)-benzoylamino]-2-methoxy-benzoic acid), ClC=1C=C(C=CC1Cl)S(=O)(=O)Cl (3,4-dichloro-benzenesulfonyl chloride). Yields the product C(C)OC(C1=C(C=C(C=C1)NC(C1=CC(=CC=C1)NS(=O)(=O)C1=CC(=C(C=C1)Cl)Cl)=O)OC)=O (4-[3-(3,4-dichloro-benzenesulfonylamino)-benzoylamino]-2-methoxy-benzoic acid ethyl ester). Reaction SMILES: [Cl:1][C:2]1[CH:3]=[C:4]([S:9]([NH:12][C:13]2[CH:14]=[C:15]([CH:30]=[CH:31][CH:32]=2)[C:16]([NH:18][C:19]2[CH:27]=[CH:26][C:22]([C:23]([OH:25])=[O:24])=[C:21]([O:28][CH3:29])[CH:20]=2)=[O:17])(=[O:11])=[O:10])[CH:5]=[CH:6][C:7]=1[Cl:8].Cl[C:34]1C=C(S(Cl)(=O)=O)C=C[C:39]=1Cl>>[CH2:34]([O:24][C:23](=[O:25])[C:22]1[CH:26]=[CH:27][C:19]([NH:18][C:16](=[O:17])[C:15]2[CH:30]=[CH:31][CH:32]=[C:13]([NH:12][S:9]([C:4]3[CH:5]=[CH:6][C:7]([Cl:8])=[C:2]([Cl:1])[CH:3]=3)(=[O:10])=[O:11])[CH:14]=2)=[CH:20][C:21]=1[O:28][CH3:29])[CH3:39]. Procedure details: 4-[3-(3,4-Dichloro-benzenesulfonylamino)-benzoylamino]-2-methoxy-benzoic acid, MS (ISP): m/e=495.2 (M+H+), was prepared in analogy to example 17, steps A to D. Step C was performed using 3,4-dichloro-benzenesulfonyl chloride and yielded 4-[3-(3,4-dichloro-benzenesulfonylamino)-benzoylamino]-2-methoxy-benzoic acid ethyl ester, which was hydrolyzed in step D. The reactants are CCOC(=O)C(C(=O)OCC)c1ccc([N+](=O)[O-])cc1, CCOC(C)=O, [H][H]. As a reaction SMILES: [CH2:1]([CH3:2])[O:3][C:4]([CH:5]([C:6](=[O:7])[O:8][CH2:9][CH3:10])[c:11]1[cH:12][cH:13][c:14]([N+:17]([O-:18])=[O:19])[cH:15][cH:16]1)=[O:20].[CH3:23][CH2:24][O:25][C:26](=[O:27])[CH3:28].[H:21][H:22]>>[CH2:1]([CH3:2])[O:3][C:4]([CH:5]([C:6](=[O:7])[O:8][CH2:9][CH3:10])[c:11]1[cH:12][cH:13][c:14]([NH2:17])[cH:15][cH:16]1)=[O:20]. Product: CCOC(=O)C(C(=O)OCC)c1ccc(N)cc1. Starting materials: [BH4-], O=C(O)c1ccnc(Cl)c1, Cl, [H][H], [Na+], C1CCOC1, O. The product is OCc1ccnc(Cl)c1. RXN SMILES: [BH4-:1].[Cl:3][c:4]1[n:5][cH:6][cH:7][c:8]([C:10](=[O:11])[OH:12])[cH:9]1.[ClH:15].[H:13][H:14].[Na+:2].[O:16]1[CH2:17][CH2:18][CH2:19][CH2:20]1.[OH2:21]>>[Cl:3][c:4]1[n:5][cH:6][cH:7][c:8]([CH2:10][OH:11])[cH:9]1. Reactants: [OH-].[Na+] (NaOH), [H-].[H-].[H-].[H-].[Li+].[Al+3] (LiAlH4), C(C1=CC=CC=C1)OC1=CC=C(C=C1)C(C)=O (1-(4-benzyloxy-phenyl)-ethanone), C[Si](C)(C)C#N (trimethylsilyl cyanide). Reagents/catalysts: [I-].[Zn+2].[I-] (zinc iodide). Solvent: O (water), O (water), C1CCOC1 (THF). Reaction conditions: time 8 hour. Yields the product NCC(C)(O)C1=CC=C(C=C1)OCC1=CC=CC=C1 (1-Amino-2-(4-benzyloxy-phenyl)-propan-2-ol). Yield: 86.2%. RXN SMILES: [CH2:1]([O:8][C:9]1[CH:14]=[CH:13][C:12]([C:15](=[O:17])[CH3:16])=[CH:11][CH:10]=1)[C:2]1[CH:7]=[CH:6][CH:5]=[CH:4][CH:3]=1.C[Si]([C:22]#[N:23])(C)C.[H-].[H-].[H-].[H-].[Li+].[Al+3].[OH-].[Na+]>C1COCC1.[I-].[Zn+2].[I-].O>[NH2:23][CH2:22][C:15]([C:12]1[CH:13]=[CH:14][C:9]([O:8][CH2:1][C:2]2[CH:7]=[CH:6][CH:5]=[CH:4][CH:3]=2)=[CH:10][CH:11]=1)([OH:17])[CH3:16] |f:2.3.4.5.6.7,8.9,11.12.13|. Procedure: A mixture of 1-(4-benzyloxy-phenyl)-ethanone (18.50 g; 81.8 mmol), zinc iodide (0.52 g; 1.6 mmol), and trimethylsilyl cyanide (33.8 mL; 269.8 mmol) was stirred overnight at RT. Subsequently, the excess trimethylsilyl cyanide was removed in vacuo, and the residue dissolved in THF (100 mL). The resulting solution was added, dropwise, to a mixture of LiAlH4 (12.7 g; 335.2 mmol) in THF (200 mL). The resulting mixture was heated under reflux for 2 h. Next, the mixture was cooled to 0° C. and treated ... Starting materials: C[Si](C)(C)Br (trimethylsilyl bromide), C(=O)NC(C(=O)OCC1=CC=CC=C1)\C=C(\CP(=O)(OC(C)C)OC(C)C)/C (benzyl E-2-formylamino-4-methyl-5-diisopropylphosphono-3-pentenoate), C(C1=CC=CC=C1)O (benzyl alcohol). Run in ClCCl (dichloromethane). Reaction conditions: time 20 hour. Yields the product N\C(\C(=O)OCC1=CC=CC=C1)=C\C(CP(=O)(O)O)C (Benzyl E-2-amino-4-methyl-5-phosphono-pentenoate). RXN SMILES: C[Si](Br)(C)C.C([NH:8][CH:9](/[CH:20]=[C:21](\[CH3:33])/[CH2:22][P:23]([O:29]C(C)C)([O:25]C(C)C)=[O:24])[C:10]([O:12][CH2:13][C:14]1[CH:19]=[CH:18][CH:17]=[CH:16][CH:15]=1)=[O:11])=O.C(O)C1C=CC=CC=1>ClCCl>[NH2:8]/[C:9](=[CH:20]/[CH:21]([CH3:33])[CH2:22][P:23]([OH:29])([OH:25])=[O:24])/[C:10]([O:12][CH2:13][C:14]1[CH:19]=[CH:18][CH:17]=[CH:16][CH:15]=1)=[O:11]. Reported procedure: 23 ml (178 mmols) of trimethylsilyl bromide are added dropwise at room temperature to a solution of 18.3 g (44.5 mmols) of benzyl E-2-formylamino-4-methyl-5-diisopropylphosphono-3-pentenoate in 73 ml of dichloromethane. After 20 hours at room temperature 46 ml of benzyl alcohol are added dropwise, and the reaction mixture is allowed to stand for additional 20 hours at room temperature. The dichloromethane is distilled off, first 40 ml of ethanol and then dropwise 40 ml of propyleneoxide in 40 ml... The reactants are N1CC(CC1)C=1C=NC=CC1 (3-pyrrolidin-3-yl-pyridine), CN(C)C(=[N+](C)C)ON1C2=C(C=CC=C2)N=N1.[B-](F)(F)(F)F (TBTU), C(C)N(C(C)C)C(C)C (N-ethyl-N-isopropylpropan-2-amine), C1(CC1)C1=C(C=NO1)C(=O)O (5-cyclopropylisoxazole-4-carboxylic acid). Solvent: CN(C)C=O (DMF). Reaction conditions: time 2 hour. The product is C1(CC1)C1=C(C=NO1)C(=O)N1CC(CC1)C=1C=NC=CC1 (3-{1-[(5-cyclopropylisoxazol-4-yl)carbonyl]pyrrolidin-3-yl}pyridine). The yield is 42.4%. RXN SMILES: [NH:1]1[CH2:5][CH2:4][CH:3]([C:6]2[CH:7]=[N:8][CH:9]=[CH:10][CH:11]=2)[CH2:2]1.CN(C(ON1N=NC2C=CC=CC1=2)=[N+](C)C)C.[B-](F)(F)(F)F.C(N(C(C)C)C(C)C)C.[CH:43]1([C:46]2[O:50][N:49]=[CH:48][C:47]=2[C:51](O)=[O:52])[CH2:45][CH2:44]1>CN(C=O)C>[CH:43]1([C:46]2[O:50][N:49]=[CH:48][C:47]=2[C:51]([N:1]2[CH2:5][CH2:4][CH:3]([C:6]3[CH:7]=[N:8][CH:9]=[CH:10][CH:11]=3)[CH2:2]2)=[O:52])[CH2:45][CH2:44]1 |f:1.2|. Reported procedure: A solution of 3-pyrrolidin-3-yl-pyridine (15 mg, 0.1 mmol), TBTU (48 mg, 0.15 mmol, 1.5 equ.) and N-ethyl-N-isopropylpropan-2-amine (17 μL, 0.1 mmol) in DMF (0.6 mL) was added to 5-cyclopropylisoxazole-4-carboxylic acid (15 mg, 0.1 mmol) and the reaction mixture was stirred at rt for 2 h. The solvent was evaporated and the crude product was purified by RP-HPLC. After evaporation of the solvents from the pure fractions, the residue was dissolved in chloroform and washed with diluted NaOH to provi...